From a dataset of the Open Reaction Database (ORD), a public repository of structured organic reaction records. describe an organic reaction: reactants, conditions, products, and yield Reactants: O=C([O-])[O-], CS(=O)(=O)OCC1CCCC1, CN(C)C=O, Cc1ccc(O)cc1Cl, [K+], [K+], O. RXN SMILES: [C:10](=[O:11])([O-:12])[O-:13].[CH3:16][S:17]([O:18][CH2:21][CH:22]1[CH2:23][CH2:24][CH2:25][CH2:26]1)(=[O:19])=[O:20].[CH3:28][N:29]([CH3:30])[CH:31]=[O:32].[Cl:1][c:2]1[cH:3][c:4]([OH:9])[cH:5][cH:6][c:7]1[CH3:8].[K+:14].[K+:15].[OH2:27]>>[Cl:1][c:2]1[cH:3][c:4]([O:9][CH2:21][CH:22]2[CH2:23][CH2:24][CH2:25][CH2:26]2)[cH:5][cH:6][c:7]1[CH3:8]. Product: Cc1ccc(OCC2CCCC2)cc1Cl. Reactants: ClC1=NC(=NC(=C1C#N)Cl)NCCO (4,6-dichloro-2-(2-hydroxy-ethyl-amino)-pyrimidine-5-carbonitrile), N1=CC(=CC=C1)CN (3-picolylamine), C(C)N(C(C)C)C(C)C (N-ethyl-diisopropylamine). Solvent: O1CCOCC1 (dioxane). Yields the product ClC1=NC(=NC(=C1C#N)NCC=1C=NC=CC1)NCCO (4-chloro-2-(2-hydroxy-ethylamino)-6-[(pyridin-3-ylmethyl)-amino]-pyrimidine-5-carbonitrile). As a reaction SMILES: Cl[C:2]1[C:7]([C:8]#[N:9])=[C:6]([Cl:10])[N:5]=[C:4]([NH:11][CH2:12][CH2:13][OH:14])[N:3]=1.[N:15]1[CH:20]=[CH:19][CH:18]=[C:17]([CH2:21][NH2:22])[CH:16]=1.C(N(C(C)C)C(C)C)C>O1CCOCC1>[Cl:10][C:6]1[C:7]([C:8]#[N:9])=[C:2]([NH:22][CH2:21][C:17]2[CH:16]=[N:15][CH:20]=[CH:19][CH:18]=2)[N:3]=[C:4]([NH:11][CH2:12][CH2:13][OH:14])[N:5]=1. Procedure details: In analogy to the procedure described in example 38b, 4,6-dichloro-2-(2-hydroxy-ethyl-amino)-pyrimidine-5-carbonitrile was treated with 3-picolylamine in dioxane in the presence of N-ethyl-diisopropylamine at room temperature to yield 4-chloro-2-(2-hydroxy-ethylamino)-6-[(pyridin-3-ylmethyl)-amino]-pyrimidine-5-carbonitrile as a colorless foam. Starting materials: CN(C)C1=NC=CC=C1 (Dimethylaminopyridine), N1N=C(N=C1)S (1,2,4-triazole-3-thiol), O1CCCC1 (tetrahydrofuran), C(C)N(C(=O)Cl)CC (diethylcarbamoyl chloride). Run in C(C)N(CC)CC (triethyl amine), O (Water), C(C)N(CC)CC (triethyl amine). The product is C(C)N(C(=O)N1N=C(N=C1)SC(N(CC)CC)=O)CC (1-(N,N-Diethylcarbamoyl)-3-[(N,N-Diethylcarbamoyl)thio]-1,2,4-Triazole). RXN SMILES: [NH:1]1[CH:5]=[N:4][C:3]([SH:6])=[N:2]1.[O:7]1[CH2:11]CCC1.[CH2:12]([N:14]([CH2:18][CH3:19])[C:15](Cl)=[O:16])[CH3:13].CN([C:23]1[CH:28]=C[CH:26]=[CH:25][N:24]=1)C>O.C(N(CC)CC)C>[CH2:12]([N:14]([CH2:18][CH3:19])[C:15]([N:1]1[CH:5]=[N:4][C:3]([S:6][C:11](=[O:7])[N:24]([CH2:25][CH3:26])[CH2:23][CH3:28])=[N:2]1)=[O:16])[CH3:13]. Procedure details: To a flask was added 17.17 g of 1,2,4-triazole-3-thiol and 200 ml of dry tetrahydrofuran. The mixture was stirred under nitrogen at room temperature and 43 ml of diethylcarbamoyl chloride was quickly added dropwise. The mixture was cooled to between 0° C. and 5° C. Dimethylaminopyridine, one gram, was added followed by the slow dropwise addition of 47.4 ml of triethyl amine while maintaining the reaction temperature between 0° C. and 5° C. until all the triethyl amine was added. The mixture beca...